From a dataset of the Open Reaction Database (ORD), a public repository of structured organic reaction records. describe an organic reaction: reactants, conditions, products, and yield The reactants are COc1ccc(Cc2c(OC3OC(CO)C(O)C(O)C3O)n[nH]c2C)cc1, CCI. The product is CCn1nc(OC2OC(CO)C(O)C(O)C2O)c(Cc2ccc(OC)cc2)c1C. RXN SMILES: [CH:1]1([O:12][c:13]2[n:14][nH:15][c:16]([CH3:27])[c:17]2[CH2:18][c:19]2[cH:20][cH:21][c:22]([O:25][CH3:26])[cH:23][cH:24]2)[CH:2]([OH:3])[CH:4]([OH:5])[CH:6]([OH:7])[CH:8]([CH2:10][OH:11])[O:9]1.[I:28][CH2:29][CH3:30]>>[CH:1]1([O:12][c:13]2[n:14][n:15]([CH2:29][CH3:30])[c:16]([CH3:27])[c:17]2[CH2:18][c:19]2[cH:20][cH:21][c:22]([O:25][CH3:26])[cH:23][cH:24]2)[CH:2]([OH:3])[CH:4]([OH:5])[CH:6]([OH:7])[CH:8]([CH2:10][OH:11])[O:9]1. The reactants are OC1=C(C(=O)O)C=CC(=C1)C (2-Hydroxy-4-methylbenzoic acid), C(=O)([O-])[O-].[K+].[K+] (K2CO3), S(=O)(=O)(OC)OC (dimethyl sulfate). Reaction SMILES: [OH:1][C:2]1[CH:10]=[C:9]([CH3:11])[CH:8]=[CH:7][C:3]=1[C:4](O)=[O:5].[C:12]([O-])([O-])=O.[K+].[K+].S([O:23][CH3:24])(OC)(=O)=O>>[CH3:12][O:1][C:2]1[CH:10]=[C:9]([CH3:11])[CH:8]=[CH:7][C:3]=1[C:4]([O:23][CH3:24])=[O:5] |f:1.2.3|. Yields the product COC1=C(C(=O)OC)C=CC(=C1)C (methyl 2-methoxy-4-methybenzoate). Reported procedure: 2-Hydroxy-4-methylbenzoic acid was reacted with K2CO3 and dimethyl sulfate to give methyl 2-methoxy-4-methybenzoate (boiling point at 0.7 mm=100° C.). Hydrolysis with 2N sodium hydroxide solution provided 2-methoxy-4-methylbenzoic acid (melting point 103°-104° C.). Bromination to give the 4-bromomethyl compound (melting point 123°-125° C.) and reaction with potassium cyanide provided the 4-cyanomethyl compound (melting point 105°-107° C., from toluene), the catalytic hydrogenation of which with ...